This data is from the Open Reaction Database (ORD), a public repository of structured organic reaction records. The task is: describe an organic reaction: reactants, conditions, products, and yield RXN SMILES: [CH3:1][CH2:2][C:3]([CH2:16][O:17]CC1OC1)([CH2:10][O:11]CC1OC1)[CH2:4][O:5]CC1OC1>CO>[CH2:4]([C:3]([CH2:16][OH:17])([CH2:10][OH:11])[CH2:2][CH3:1])[OH:5]. Reactants: solution, CCC(COCC1CO1)(COCC2CO2)COCC3CO3 (trimethylolpropane triglycidyl ether). Procedure: A 0.15 liter autoclave was charged with 23.2 g of MMA (0.75 moles). The temperature was maintained at 50° C. With agitation, 41.8 g of a 50% solution trimethylolpropane triglycidyl ether (0.05 moles; 0.15 eq) in methanol was added slowly at 0.7 g/min. No temperature increase was observed during the addition. After addition was complete, the reaction mixture was agitated for 30 minutes. The reaction was complete when the IR bands for the epoxy group at 914, 840 and 755 cm-1 were no longer present... Yields the product triglycidyl ether, C(O)C(CC)(CO)CO (trimethylolpropane). Run in CO (methanol). Reaction conditions: temperature 50 celsius, time 30 minute. Yields the product CC(N)c1cccc(Oc2cncnc2)c1. The reactants are CC(NC(=O)OC(C)(C)C)c1cccc(Oc2cncnc2)c1, Cl, C1COCCO1. RXN SMILES: [C:1]([O:2][C:3](=[O:4])[NH:7][CH:8]([CH3:9])[c:10]1[cH:11][c:12]([O:16][c:17]2[cH:18][n:19][cH:20][n:21][cH:22]2)[cH:13][cH:14][cH:15]1)([CH3:5])([CH3:6])[CH3:23].[ClH:24].[O:25]1[CH2:26][CH2:27][O:28][CH2:29][CH2:30]1>>[NH2:7][CH:8]([CH3:9])[c:10]1[cH:11][c:12]([O:16][c:17]2[cH:18][n:19][cH:20][n:21][cH:22]2)[cH:13][cH:14][cH:15]1. Starting materials: [H-].[Na+] (sodium hydride), ClCC(C)=O (chloroacetone), C(C)(=O)OCC (Ethyl acetate), C(CC(=O)OCC)(=O)OCC (diethyl malonate). The solvent is CN(C=O)C (dimethylformamide), CN(C=O)C (dimethylformamide), CN(C=O)C (dimethylformamide). The product is O=C(CC(C(=O)OCC)C(=O)OCC)C (diethyl 2-oxopropylmalonate). Isolated yield 43.9%. RXN SMILES: [C:1]([O:9][CH2:10][CH3:11])(=[O:8])[CH2:2][C:3]([O:5][CH2:6][CH3:7])=[O:4].[H-].[Na+].Cl[CH2:15][C:16](=[O:18])[CH3:17].C(OCC)(=O)C>CN(C)C=O>[O:18]=[C:16]([CH3:17])[CH2:15][CH:2]([C:3]([O:5][CH2:6][CH3:7])=[O:4])[C:1]([O:9][CH2:10][CH3:11])=[O:8] |f:1.2|. Reported procedure: A solution of 25.0 g of diethyl malonate in 5 ml of dimethylformamide was added dropwise under ice-cooling over 20 minutes to a suspension of 6.55 g of sodium hydride in 90 ml of dimethylformamide. The reaction fluid was stirred for an hour under ice-cooling, to which a solution of 17.3 g of chloroacetone in 5 ml of dimethylformamide was added, and the mixture was stirred for an hour under ice-cooling and for 6 hours at room temperature. Ethyl acetate was added to the reaction fluid and the mixt... Starting materials: [Al+3], COC(=O)c1ccoc1C1CCN(C(=O)OC(C)(C)C)CC1, C1CCOC1, [H-], [H-], [H-], [H-], [Li+], [Na+], [OH-], O. Product: CC(C)(C)OC(=O)N1CCC(c2occc2CO)CC1. As a reaction SMILES: [Al+3:24].[C:1]([CH3:2])([CH3:3])([CH3:4])[O:5][C:6](=[O:7])[N:8]1[CH2:9][CH2:10][CH:11]([c:14]2[o:15][cH:16][cH:17][c:18]2[C:19](=[O:20])[O:21][CH3:22])[CH2:12][CH2:13]1.[CH2:32]1[O:33][CH2:34][CH2:35][CH2:36]1.[H-:23].[H-:26].[H-:27].[H-:28].[Li+:25].[Na+:31].[OH-:30].[OH2:29]>>[C:1]([CH3:2])([CH3:3])([CH3:4])[O:5][C:6](=[O:7])[N:8]1[CH2:9][CH2:10][CH:11]([c:14]2[o:15][cH:16][cH:17][c:18]2[CH2:19][OH:20])[CH2:12][CH2:13]1.